Dataset: the Open Reaction Database (ORD), a public repository of structured organic reaction records. Task: describe an organic reaction: reactants, conditions, products, and yield Reactants: Cl.CC1OC(CN(C1)CC(=O)O)C (2-(2,6-dimethylmorpholino)acetic acid hydrochloride), N[C@H](C(=O)NC1=CC=C(C=C1)OC1=CC=C(C=C1)F)COCC1=CC=CC=C1 ((S)-2-amino-3-(benzyloxy)-N-(4-(4-fluorophenoxy)phenyl)propanamide). The product is Compound 265, C(C1=CC=CC=C1)OC[C@@H](C(=O)NC1=CC=C(C=C1)OC1=CC=C(C=C1)F)NC(CN1CC(OC(C1)C)C)=O ((2S)-3-(benzyloxy)-2-(2-(2,6-dimethylmorpholino)acetamido)-N-(4-(4-fluorophenoxy)phenyl)propanamide). Isolated yield 25.9%. RXN SMILES: Cl.[CH3:2][CH:3]1[CH2:8][N:7]([CH2:9][C:10]([OH:12])=O)[CH2:6][CH:5]([CH3:13])[O:4]1.[NH2:14][C@@H:15]([CH2:33][O:34][CH2:35][C:36]1[CH:41]=[CH:40][CH:39]=[CH:38][CH:37]=1)[C:16]([NH:18][C:19]1[CH:24]=[CH:23][C:22]([O:25][C:26]2[CH:31]=[CH:30][C:29]([F:32])=[CH:28][CH:27]=2)=[CH:21][CH:20]=1)=[O:17]>>[CH2:35]([O:34][CH2:33][C@H:15]([NH:14][C:10](=[O:12])[CH2:9][N:7]1[CH2:6][CH:5]([CH3:13])[O:4][CH:3]([CH3:2])[CH2:8]1)[C:16]([NH:18][C:19]1[CH:24]=[CH:23][C:22]([O:25][C:26]2[CH:31]=[CH:30][C:29]([F:32])=[CH:28][CH:27]=2)=[CH:21][CH:20]=1)=[O:17])[C:36]1[CH:41]=[CH:40][CH:39]=[CH:38][CH:37]=1 |f:0.1|. Reported procedure: Proceeding as in Example 1, but substituting 2-(2,6-dimethylmorpholino)acetic acid hydrochloride and (S)-2-amino-3-(benzyloxy)-N-(4-(4-fluorophenoxy)phenyl)propanamide, gave Compound 265, (2S)-3-(benzyloxy)-2-(2-(2,6-dimethylmorpholino)acetamido)-N-(4-(4-fluorophenoxy)phenyl)propanamide (11.1 mg, 25.9%); Major isomer: 1H-NMR (400 MHz, DMSO-D6): σ 10.20 (s, 1H), 7.98 (d, 1H), 7.60 (d, 2H), 7.27-7.32 (m, 5H), 7.19-7.23 (m, 2H), 6.98-7.04 (m, 4H), 4.69-4.71 (m, 1H), 4.52 (s, 2H), 3.71-3.77 (m, 2H),... The reactants are C, Nc1ccc(Oc2ccnc3c2ccn3COCc2ccccc2)cc1, CO, Cl, [Pd]. Product: Nc1ccc(Oc2ccnc3[nH]ccc23)cc1. RXN SMILES: [C:30].[CH2:1]([O:2][CH2:3][n:10]1[cH:11][cH:12][c:13]2[c:14]1[n:15][cH:16][cH:17][c:18]2[O:19][c:20]1[cH:21][cH:22][c:23]([NH2:24])[cH:25][cH:26]1)[c:4]1[cH:5][cH:6][cH:7][cH:8][cH:9]1.[CH3:27][OH:28].[ClH:29].[Pd:31]>>[nH:10]1[cH:11][cH:12][c:13]2[c:14]1[n:15][cH:16][cH:17][c:18]2[O:19][c:20]1[cH:21][cH:22][c:23]([NH2:24])[cH:25][cH:26]1. The reactants are C(C)(C)(C)OC(=O)N1C(NC2=C1C=CC(=C2)C(=O)OC)=O (methyl 1-[(tert-butyl)oxycarbonyl]-2-oxo-(3H)—benzimidazole-5-carboxylate), C(C)(C)N(C(C)C)CC (N,N-diisopropylethylamine), ClC(=O)OCC1=CC=CC=C1 (benzyl chloroformate). Run in C(Cl)Cl (CH2Cl2), C(Cl)Cl (CH2Cl2), C(C)(=O)OCC (ethyl acetate). Conditions: time 2.5 hour. Product: O=C1N(C2=C(N1)C=CC(=C2)C(=O)OC)C(=O)OCC2=CC=CC=C2 (methyl 2-oxo-3-[benzyloxycarbonyl]-(3H)—benzimidazole-5-carboxylate). Yield: 88.6%. RXN SMILES: C(OC([N:8]1[C:12]2[CH:13]=[CH:14][C:15]([C:17]([O:19][CH3:20])=[O:18])=[CH:16][C:11]=2[NH:10][C:9]1=[O:21])=O)(C)(C)C.C(N(CC)C(C)C)(C)C.Cl[C:32]([O:34][CH2:35][C:36]1[CH:41]=[CH:40][CH:39]=[CH:38][CH:37]=1)=[O:33]>C(Cl)Cl.C(OCC)(=O)C>[O:21]=[C:9]1[NH:8][C:12]2[CH:13]=[CH:14][C:15]([C:17]([O:19][CH3:20])=[O:18])=[CH:16][C:11]=2[N:10]1[C:32]([O:34][CH2:35][C:36]1[CH:41]=[CH:40][CH:39]=[CH:38][CH:37]=1)=[O:33]. Reported procedure: Part 1. To a chilled solution of methyl 1-[(tert-butyl)oxycarbonyl]-2-oxo-(3H)—benzimidazole-5-carboxylate (0.37 g, 1.28 mmol) in CH2Cl2 (8 mL) and N,N-diisopropylethylamine (0.23 mL, 1.3 mmol) was added a solution of benzyl chloroformate (0.208 mL, 1.46 mmol) in CH2Cl2 (2 mL). The reaction was stirred at room temperature for 2.5 hr, diluted with ethyl acetate, washed with water and brine, dried over sodium sulfate and concentrated in vacuo. This residue was dissolved in CH2Cl2 (9 mL) and treate... The reactants are C(#C)C1(OC2=C(CC1)C(=C(C(=C2C)C)O)C)C (rac-3,4-dihydro-2-ethynyl-2,5,7,8-tetramethyl-2H-1-benzopyran-6-ol), IC=1C=C(C=C(C1O)OC)CO (3-iodo-4-hydroxy-5-methoxybenzenemethanol), C(C)(=O)OCC (ethyl acetate). The solvent is C(Cl)Cl (methylene chloride). The product is OC=1C(=C(C2=C(CCC(O2)(C)C#CC=2C=C(C=C(C2O)OC)CO)C1C)C)C (rac-3-[(3,4-Dihydro-6-hydroxy-2,5,7,8-tetramethyl-2H-1-benzopyran-2-yl)ethynyl]-4-hydroxy-5-methoxybenzenemethanol). RXN SMILES: [C:1]([C:3]1([CH3:17])[CH2:8][CH2:7][C:6]2[C:9]([CH3:16])=[C:10]([OH:15])[C:11]([CH3:14])=[C:12]([CH3:13])[C:5]=2[O:4]1)#[CH:2].I[C:19]1[CH:20]=[C:21]([CH2:28][OH:29])[CH:22]=[C:23]([O:26][CH3:27])[C:24]=1[OH:25].C(OCC)(=O)C>C(Cl)Cl>[OH:15][C:10]1[C:11]([CH3:14])=[C:12]([CH3:13])[C:5]2[O:4][C:3]([C:1]#[C:2][C:19]3[CH:20]=[C:21]([CH2:28][OH:29])[CH:22]=[C:23]([O:26][CH3:27])[C:24]=3[OH:25])([CH3:17])[CH2:8][CH2:7][C:6]=2[C:9]=1[CH3:16]. Procedure details: This compound was obtained by reacting rac-3,4-dihydro-2-ethynyl-2,5,7,8-tetramethyl-2H-1-benzopyran-6-ol with 3-iodo-4-hydroxy-5-methoxybenzenemethanol [P. Claus et al. Monatsh. Chem. 103, 1178 (1972)] under the conditions described in Example 1. The product was isolated by chromatography over silica gel using 30% (V/V) of ethyl acetate in methylene chloride. Crystallization from ether/hexane yielded colorless crystals with m.p. 160°-163°. Reactants: NC1=CC=C(C(=O)O)C=C1 (p-aminobenzoic acid), C1(CCC1)C(=O)Cl (cyclobutanecarboxylic acid chloride). The product is C1(CCC1)C(=O)NC1=CC=C(C(=O)O)C=C1 (4-Cyclobutanecarbonylamino-benzoic acid). Reaction SMILES: [NH2:1][C:2]1[CH:10]=[CH:9][C:5]([C:6]([OH:8])=[O:7])=[CH:4][CH:3]=1.[CH:11]1([C:15](Cl)=[O:16])[CH2:14][CH2:13][CH2:12]1>>[CH:11]1([C:15]([NH:1][C:2]2[CH:10]=[CH:9][C:5]([C:6]([OH:8])=[O:7])=[CH:4][CH:3]=2)=[O:16])[CH2:14][CH2:13][CH2:12]1. Reported procedure: 4-Cyclobutanecarbonylamino-benzoic acid was prepared as described in Example 3 from 7.05 g (0.0514 mol) of p-aminobenzoic acid (PAB) and 6.4 g (0.054 mol) of cyclobutanecarboxylic acid chloride. Starting materials: C1CCOC1, COc1ccccc1B(O)O, CN1C(=O)CCC2(C)c3ccc(Br)cc3CCC12, ClC(Cl)Cl, [Na+], [Na+], O=C([O-])[O-], [Pd], c1ccc(P(c2ccccc2)c2ccccc2)cc1, c1ccc(P(c2ccccc2)c2ccccc2)cc1, c1ccc(P(c2ccccc2)c2ccccc2)cc1, c1ccc(P(c2ccccc2)c2ccccc2)cc1. The product is COc1ccccc1-c1ccc2c(c1)CCC1N(C)C(=O)CCC21C. As a reaction SMILES: [CH2:36]1[O:37][CH2:38][CH2:39][CH2:40]1.[CH3:19][O:20][c:21]1[c:22]([B:27]([OH:28])[OH:29])[cH:23][cH:24][cH:25][cH:26]1.[CH3:1][N:2]1[C:3](=[O:18])[CH2:4][CH2:5][C:6]2([CH3:17])[c:7]3[c:8]([cH:12][c:13]([Br:16])[cH:14][cH:15]3)[CH2:9][CH2:10][CH:11]12.[CH:41]([Cl:42])([Cl:43])[Cl:44].[Na+:30].[Na+:31].[O-:32][C:33](=[O:34])[O-:35].[Pd:45].[c:103]1([P:104]([c:105]2[cH:106][cH:107][cH:108][cH:109][cH:110]2)[c:111]2[cH:112][cH:113][cH:114][cH:115][cH:116]2)[cH:117][cH:118][cH:119][cH:120][cH:121]1.[c:46]1([P:47]([c:48]2[cH:49][cH:50][cH:51][cH:52][cH:53]2)[c:54]2[cH:55][cH:56][cH:57][cH:58][cH:59]2)[cH:60][cH:61][cH:62][cH:63][cH:64]1.[c:65]1([P:66]([c:67]2[cH:68][cH:69][cH:70][cH:71][cH:72]2)[c:73]2[cH:74][cH:75][cH:76][cH:77][cH:78]2)[cH:79][cH:80][cH:81][cH:82][cH:83]1.[c:84]1([P:85]([c:86]2[cH:87][cH:88][cH:89][cH:90][cH:91]2)[c:92]2[cH:93][cH:94][cH:95][cH:96][cH:97]2)[cH:98][cH:99][cH:100][cH:101][cH:102]1>>[CH3:1][N:2]1[C:3](=[O:18])[CH2:4][CH2:5][C:6]2([CH3:17])[c:7]3[c:8]([cH:12][c:13](-[c:22]4[c:21]([O:20][CH3:19])[cH:26][cH:25][cH:24][cH:23]4)[cH:14][cH:15]3)[CH2:9][CH2:10][CH:11]12.